Task: describe an organic reaction: reactants, conditions, products, and yield. Dataset: the Open Reaction Database (ORD), a public repository of structured organic reaction records Reactants: CC(C)(C)OC(=O)N1NCC[C@H]1C(=O)O ((3S)-2-{[(1,1-dimethylethyl)oxy]carbonyl}-3-pyrazolidinecarboxylic acid), C(C)(=O)O.C(C)(=O)O.IC1=CC=CC=C1 (iodobenzene diacetate). Solvent: CO (methanol). Run at time 10 minute. The product is CC(C)(C)OC(=O)N1N=CC[C@H]1C(=O)O ((5S)-1-{[(1,1-dimethylethyl)oxy]carbonyl}-4,5-dihydro-1H-pyrazole-5-carboxylic acid). The yield is 63.8%. RXN SMILES: [CH3:1][C:2]([O:5][C:6]([N:8]1[C@H:12]([C:13]([OH:15])=[O:14])[CH2:11][CH2:10][NH:9]1)=[O:7])([CH3:4])[CH3:3].C(O)(=O)C.C(O)(=O)C.IC1C=CC=CC=1>CO>[CH3:4][C:2]([O:5][C:6]([N:8]1[C@H:12]([C:13]([OH:15])=[O:14])[CH2:11][CH:10]=[N:9]1)=[O:7])([CH3:1])[CH3:3] |f:1.2.3|. Procedure details: To a 50 ml round bottom flask was added (3S)-2-{[(1,1-dimethylethyl)oxy]carbonyl}-3-pyrazolidinecarboxylic acid (431 mg, 1.99 mmol) in methanol (15 mL), followed by iodobenzene diacetate (770 mg, 2.39 mmol). The mixture was stirred at room temperature for 10 min, and LCMS indicated the reaction was complete. The organic solvent was removed under vacuum, and the residue was taken up in 1 M aq. NaHCO3 (30 mL). The aqueous mixture was washed with DCM (3×20 mL), acidified with 6 N HCl to ˜pH 2.0, an... Starting materials: ClC(c1ccccc1)(c1ccccc1)c1ccccc1, COc1ccc(COCCC(O)CO)cc1, c1ccncc1. The product is COc1ccc(COCCC(O)COC(c2ccccc2)(c2ccccc2)c2ccccc2)cc1. RXN SMILES: [C:17]([c:18]1[cH:19][cH:20][cH:21][cH:22][cH:23]1)([c:24]1[cH:25][cH:26][cH:27][cH:28][cH:29]1)([c:30]1[cH:31][cH:32][cH:33][cH:34][cH:35]1)[Cl:36].[CH3:1][O:2][c:3]1[cH:4][cH:5][c:6]([CH2:7][O:8][CH2:9][CH2:10][CH:11]([CH2:12][OH:13])[OH:14])[cH:15][cH:16]1.[cH:37]1[cH:38][cH:39][n:40][cH:41][cH:42]1>>[CH3:1][O:2][c:3]1[cH:4][cH:5][c:6]([CH2:7][O:8][CH2:9][CH2:10][CH:11]([CH2:12][O:13][C:17]([c:18]2[cH:19][cH:20][cH:21][cH:22][cH:23]2)([c:24]2[cH:25][cH:26][cH:27][cH:28][cH:29]2)[c:30]2[cH:31][cH:32][cH:33][cH:34][cH:35]2)[OH:14])[cH:15][cH:16]1. Starting materials: C1(=CC=CC=C1)SC(C(=O)O)(C)C1=CC(=CC=C1)OC1=CC=CC=C1 (2-phenylthio-2-(3-phenoxyphenyl)propionic acid). The reagents and catalysts are [Zn] (zinc). The solvent is C(C)(=O)O (acetic acid). The product is O(C1=CC=CC=C1)C=1C=C(C=CC1)C(C(=O)O)C (2-(3-phenoxyphenyl)propionic acid). Isolated yield 95.1%. As a reaction SMILES: C1(S[C:8]([C:13]2[CH:18]=[CH:17][CH:16]=[C:15]([O:19][C:20]3[CH:25]=[CH:24][CH:23]=[CH:22][CH:21]=3)[CH:14]=2)([CH3:12])[C:9]([OH:11])=[O:10])C=CC=CC=1>C(O)(=O)C.[Zn]>[O:19]([C:15]1[CH:14]=[C:13]([CH:8]([CH3:12])[C:9]([OH:11])=[O:10])[CH:18]=[CH:17][CH:16]=1)[C:20]1[CH:21]=[CH:22][CH:23]=[CH:24][CH:25]=1. Reported procedure: 1.11 g (3.17 mmols) of 2-phenylthio-2-(3-phenoxyphenyl)propionic acid obtained in Example 6 was dissolved in 10 ml of acetic acid and the solution was heated while refluxing for 1 hour with stirring in the presence of 1.0 g of zinc powder. The solid substance present in the reaction mixture was removed by filtration and washed with methylene chloride. The combined filtrate and washing was concentrated to obtain 0.86 g of a crude product which was then purified by silica gel column chromatography... The reactants are CCOC(=O)c1ncn2c1C1CCN1C(=O)c1c(Cl)cccc1-2, N#C[K], OCC1CC1. Product: O=C(OCC1CC1)c1ncn2c1C1CCN1C(=O)c1c(Cl)cccc1-2. Reaction SMILES: [Cl:1][c:2]1[cH:3][cH:4][cH:5][c:6]2[c:7]1[C:8](=[O:23])[N:9]1[CH:10]([c:11]3[n:12]-2[cH:13][n:14][c:15]3[C:16](=[O:17])[O:18][CH2:19][CH3:20])[CH2:21][CH2:22]1.[K:24][C:25]#[N:26].[OH:27][CH2:28][CH:29]1[CH2:30][CH2:31]1>>[Cl:1][c:2]1[cH:3][cH:4][cH:5][c:6]2[c:7]1[C:8](=[O:23])[N:9]1[CH:10]([c:11]3[n:12]-2[cH:13][n:14][c:15]3[C:16](=[O:17])[O:18][CH2:19][CH:20]2[CH2:28][CH2:29]2)[CH2:21][CH2:22]1. The reactants are CC=1SC(=C(N1)C)C (2,4,5-trimethylthiazole), BrCC(C(C)(C)C)=O (1-bromo-3,3-dimethylbutan-2-one). Solvent: C(C)#N (acetonitrile). Run at temperature 60 celsius, time 5 hour. Product: [Br-].CC(C(C[N+]1=C(SC(=C1C)C)C)=O)(C)C (3-(3,3-dimethyl-2-oxobutyl)-2.4.5-trimethylthiazol-3-ium bromide). The yield is 91.4%. Reaction SMILES: [CH3:1][C:2]1[S:3][C:4]([CH3:8])=[C:5]([CH3:7])[N:6]=1.[Br:9][CH2:10][C:11](=[O:16])[C:12]([CH3:15])([CH3:14])[CH3:13]>C(#N)C>[Br-:9].[CH3:13][C:12]([CH3:15])([CH3:14])[C:11](=[O:16])[CH2:10][N+:6]1[C:5]([CH3:7])=[C:4]([CH3:8])[S:3][C:2]=1[CH3:1] |f:3.4|. Reported procedure: A mixture of 2,4,5-trimethylthiazole (640 mg, 5 mmol) and 1-bromo-3,3-dimethylbutan-2-one (1.8 g, 10 mmol) in anhydrous acetonitrile (20 mL) was stirred at 60° C. for 5 h. The mixture was then concentrated under reduced pressure, the residue was triturated with anhydrous ethyl ether and the solid was filtered and dried under reduced pressure to provide 1.4 g of the crude title compound.